This data is from the Open Reaction Database (ORD), a public repository of structured organic reaction records. The task is: describe an organic reaction: reactants, conditions, products, and yield The reactants are [H-].[Na+] (sodium hydride), ice, C1(CCCCC1)NC=CP(OCC)(OCC)=O (diethyl 2-(cyclohexylamino)vinylphosphonate), C(C)(C)C1=NC(=C(C(=C1C=O)C1=CC=C(C=C1)F)C=NOC)C(C)C (2,6-Diisopropyl-4-(4-fluorophenyl)-5-methoxyiminomethylpyridine-3-carbaldehyde), O.O.C(C(=O)O)(=O)O (oxalic acid dihydrate). Run in O1CCCC1 (tetrahydrofuran), O1CCCC1 (tetrahydrofuran), O1CCCC1 (tetrahydrofuran), O (water). Conditions: time 30 minute. Yields the product C(C)(C)C1=NC(=C(C(=C1/C=C/C=O)C1=CC=C(C=C1)F)C=NOC)C(C)C ((E)-3-[2,6-diisopropyl-4-(4-fluorophenyl)-5-methoxyiminomethyl-pyrid-3-yl]-prop-2-enal). RXN SMILES: C1(NC=CP(=O)(OCC)OCC)CCCCC1.[H-].[Na+].[CH:20]([C:23]1[C:28]([CH:29]=O)=[C:27]([C:31]2[CH:36]=[CH:35][C:34]([F:37])=[CH:33][CH:32]=2)[C:26]([CH:38]=[N:39][O:40][CH3:41])=[C:25]([CH:42]([CH3:44])[CH3:43])[N:24]=1)([CH3:22])[CH3:21].O.O.[C:47]([OH:52])(=O)[C:48](O)=O>O1CCCC1.O>[CH:20]([C:23]1[C:28](/[CH:29]=[CH:48]/[CH:47]=[O:52])=[C:27]([C:31]2[CH:36]=[CH:35][C:34]([F:37])=[CH:33][CH:32]=2)[C:26]([CH:38]=[N:39][O:40][CH3:41])=[C:25]([CH:42]([CH3:44])[CH3:43])[N:24]=1)([CH3:21])[CH3:22] |f:1.2,4.5.6|. Procedure: 750 mg (2.9 mmol) of diethyl 2-(cyclohexylamino)vinylphosphonate, dissolved in 30 ml of dried tetrahydrofuran, are added dropwise at -5° C. under nitrogen to a suspension of 110 mg (3.6 mmol) of 80% pure sodium hydride in 15 ml of dry tetrahydrofuran. After 30 minutes, 810 mg (2.4 mmol) of the compound from Example 3 in 40 ml of dry tetrahydrofuran are added dropwise at the same temperature and the mixture is heated to reflux for 30 minutes. After cooling to room temperature, the mixture is adde... Procedure: 6-Nitro-2,3,4,5-tetrahydro-1H-pyrido[4,3-b]indole (250 mg, 0.99 mmol) was dissolved in CH2Cl2 (2.5 mL) with sat. aq. K2CO3. Ethylchloroformate (130 mg, 1.2 mmol) was added at 0° C. The reaction was brought to room temperature and stirred for 15 h. The layers were separated and the aqueous layer was extracted with CHCl3 (3×5 mL). The combined extracts were washed with brine (10 mL), dried (MgSO4) and evaporated affording ethyl-6-nitro-1,3,4,5-tetrhydro-2H-pyrido[4,3-b]indole-2-carboxylate as an o... Reaction SMILES: [N+:1]([C:4]1[C:12]2[NH:11][C:10]3[CH2:13][CH2:14][NH:15][CH2:16][C:9]=3[C:8]=2[CH:7]=[CH:6][CH:5]=1)([O-:3])=[O:2].[CH2:17]([O:19][C:20](Cl)=[O:21])[CH3:18]>C(Cl)Cl.C([O-])([O-])=O.[K+].[K+]>[CH2:17]([O:19][C:20]([N:15]1[CH2:14][CH2:13][C:10]2[NH:11][C:12]3[C:4]([N+:1]([O-:3])=[O:2])=[CH:5][CH:6]=[CH:7][C:8]=3[C:9]=2[CH2:16]1)=[O:21])[CH3:18] |f:3.4.5|. Reaction conditions: time 15 hour. The solvent is C(Cl)Cl (CH2Cl2), C(=O)([O-])[O-].[K+].[K+] (K2CO3). Yield: 55.9%. The reactants are [N+](=O)([O-])C1=CC=CC=2C3=C(NC12)CCNC3 (6-Nitro-2,3,4,5-tetrahydro-1H-pyrido[4,3-b]indole), C(C)OC(=O)Cl (Ethylchloroformate). The product is C(C)OC(=O)N1CC2=C(NC=3C(=CC=CC23)[N+](=O)[O-])CC1 (ethyl-6-nitro-1,3,4,5-tetrhydro-2H-pyrido[4,3-b]indole-2-carboxylate). The reactants are C(C(C(C(C=O)O)O)O)O (pentose), 18S, O=C[C@H](O)[C@@H](O)[C@H](O)CO (xylose). The solvent is C(C)O (ethanol). The product is C([C@H](O)[C@@H](O)[C@H](O)CO)O (xylitol). Reaction SMILES: [CH2:1]([OH:10])[CH:2]([OH:9])[CH:3]([OH:8])[CH:4]([OH:7])[CH:5]=[O:6].O=C[C@@H]([C@H]([C@@H](CO)O)O)O>C(O)C>[CH2:5]([OH:6])[C@@H:4]([C@H:3]([C@@H:2]([CH2:1][OH:10])[OH:9])[OH:8])[OH:7]. Reported procedure: Accordingly, in order to solve the problems as described above, the present invention provides a method for producing xylitol by fermentation of lignocellulosic hydrolysates without detoxification. A xylitol fermentation yeast strain is isolated and screened from the fermentation broth of a 100 liter pentose fermenter in the mini-pilot plant of the Institute of Nuclear Energy Research for cellulosic ethanol research and development, and then molecular analysis of the 18S rDNA sequence has identi... As a reaction SMILES: [CH2:1]([O:4][NH:5][C:6]1[N:11]=[C:10]([NH:12][CH2:13][CH2:14][CH3:15])[N:9]=[C:8]([NH:16][CH2:17][CH2:18][CH3:19])[N:7]=1)[CH:2]=[CH2:3].[ClH:20].C(OCC)C>>[ClH:20].[CH2:1]([O:4][NH:5][C:6]1[N:11]=[C:10]([NH:12][CH2:13][CH2:14][CH3:15])[N:9]=[C:8]([NH:16][CH2:17][CH2:18][CH3:19])[N:7]=1)[CH:2]=[CH2:3] |f:1.2,3.4|. Reported procedure: O-Allyl-N-(4,6-bis-propylamino-[1,3,5]triazin-2-yl)-hydroxylamine hydrochloride (XLIV) was prepared from O-allyl-N-(4,6-bis-propylamino-[1,3,5]triazin-2-yl)-hydroxylamine (XLIII) and 2M HCl/ethyl ether as described in Example 12. 400 MHz 1H NMR (DMSO-d6, ppm) 11.7-10.0 (1H, m), 7.9-7.1 (2H, m), 6.09-5.92 (1H, m), 5.39-5.18 (2H, m), 4.35 (2H, d, J=6.0 Hz), 3.28-3.11 (4H, m), 1.56-1.42 (4H, m), 0.91-0.81 (6H, m). ESI-MS (m/z): 267 [M+H]+. MP: 130-132° C. Product: Cl.C(C=C)ONC1=NC(=NC(=N1)NCCC)NCCC (O-Allyl-N-(4,6-bis-propylamino-[1,3,5]triazin-2-yl)-hydroxylamine hydrochloride). Reactants: C(C=C)ONC1=NC(=NC(=N1)NCCC)NCCC (O-allyl-N-(4,6-bis-propylamino-[1,3,5]triazin-2-yl)-hydroxylamine), Cl.C(C)OCC (HCl ethyl ether). The reactants are ClC(Cl)Cl, O=C(OO)c1cccc(Cl)c1, O=c1c2ccccc2ccc2ncccc12. Yields the product O=c1c2ccccc2ccc2c1ccc[n+]2[O-]. Reaction SMILES: [CH:28]([Cl:29])([Cl:30])[Cl:31].[Cl:17][c:18]1[cH:19][cH:20][cH:21][c:22]([C:23]([O:24][OH:26])=[O:25])[cH:27]1.[n:1]1[c:2]2[c:3]([cH:4][cH:5][cH:6]1)[c:7](=[O:16])[c:8]1[c:9]([cH:10][cH:11]2)[cH:12][cH:13][cH:14][cH:15]1>>[n+:1]1([O-:25])[c:2]2[c:3]([cH:4][cH:5][cH:6]1)[c:7](=[O:16])[c:8]1[c:9]([cH:10][cH:11]2)[cH:12][cH:13][cH:14][cH:15]1. The reactants are Nc1ccc(Br)cc1F, CCCCO, FC(F)(F)Oc1ccc2nc(Cl)sc2c1, C1COCCO1. The product is Fc1cc(Br)ccc1Nc1nc2ccc(OC(F)(F)F)cc2s1. Reaction SMILES: [Br:16][c:17]1[cH:18][c:19]([F:24])[c:20]([NH2:21])[cH:22][cH:23]1.[CH2:25]([OH:26])[CH2:27][CH2:28][CH3:29].[Cl:1][c:2]1[s:3][c:4]2[c:5]([n:6]1)[cH:7][cH:8][c:9]([O:11][C:12]([F:13])([F:14])[F:15])[cH:10]2.[O:30]1[CH2:31][CH2:32][O:33][CH2:34][CH2:35]1>>[c:2]1([NH:21][c:20]2[c:19]([F:24])[cH:18][c:17]([Br:16])[cH:23][cH:22]2)[s:3][c:4]2[c:5]([n:6]1)[cH:7][cH:8][c:9]([O:11][C:12]([F:13])([F:14])[F:15])[cH:10]2.